From a dataset of the Open Reaction Database (ORD), a public repository of structured organic reaction records. describe an organic reaction: reactants, conditions, products, and yield Procedure details: Over a period of 6-8 hours there was added dropwise 1 M of bromoacetyl bromide to a stirred solution of 1 M of isobutyl alcohol, 1 M of dimethylaniline and 200 ml of anhydrous ether. The solution was kept just below boiling by adjusting the rate of addition and by occasional cooling in an ice bath. After complete addition, the mixture was stirred overnight at room temperature. Water (100 ml) was added and the mixture stirred until all of the precipitate had dissolved. The layers were separated a... The solvent is O (Water). Yields the product BrCC(=O)OCC(C)C (Isobutyl bromoacetate). Starting materials: BrCC(=O)Br (bromoacetyl bromide), C(C(C)C)O (isobutyl alcohol), CN(C1=CC=CC=C1)C (dimethylaniline), CCOCC (ether). Reaction SMILES: [Br:1][CH2:2][C:3](Br)=[O:4].[CH2:6]([OH:10])[CH:7]([CH3:9])[CH3:8].CN(C)C1C=CC=CC=1.CCOCC>O>[Br:1][CH2:2][C:3]([O:10][CH2:6][CH:7]([CH3:9])[CH3:8])=[O:4]. Reaction conditions: time 8 hour. The solvent is C(C)O (ethanol). Starting materials: ClCCOC1=C(C(=C(C=C1Br)F)[N+](=O)[O-])Br (1-(2-chloroethoxy)-2,6-dibromo-4-fluoro-3-nitrobenzene). The product is ClCCOC1=CC(=C(C=C1)F)N (1-(2-Chloroethoxy)-4-fluoro-3-aminobenzene). The yield is 90.2%. Procedure: A solution of 1-(2-chloroethoxy)-2,6-dibromo-4-fluoro-3-nitrobenzene (73.2 g, 0.19 mol) in ethanol (1.1 L) containing 7.3 g of 10% palladium on carbon was hydrogenated at 40 psi for 5 days. The catalyst was filtered and the solvent was removed. The residue was dissolved in diethyl ether (300 mL) and washed with saturated aqueous sodium carbonate (200 mL). The organic layer separated and washed with water, dried over anhydrous magnesium sulfate, filtered, and the solvent removed to afford an oil ... Reagents/catalysts: [Pd] (palladium on carbon). Conditions: time 5 day. RXN SMILES: [Cl:1][CH2:2][CH2:3][O:4][C:5]1[C:10](Br)=[CH:9][C:8]([F:12])=[C:7]([N+:13]([O-])=O)[C:6]=1Br>C(O)C.[Pd]>[Cl:1][CH2:2][CH2:3][O:4][C:5]1[CH:10]=[CH:9][C:8]([F:12])=[C:7]([NH2:13])[CH:6]=1. The reactants are C#CCC1CCN(C(=O)Oc2ccccc2)CC1, Nc1nc(I)nc2c1ncn2C1OC(CO)C(O)C1O. As a reaction SMILES: [CH2:1]([C:2]#[CH:3])[CH:4]1[CH2:5][CH2:6][N:7]([C:10](=[O:11])[O:12][c:13]2[cH:14][cH:15][cH:16][cH:17][cH:18]2)[CH2:8][CH2:9]1.[I:19][c:20]1[n:21][c:22]([NH2:38])[c:23]2[n:24][cH:25][n:26]([CH:27]3[CH:28]([OH:29])[CH:30]([OH:31])[CH:32]([CH2:33][OH:34])[O:35]3)[c:36]2[n:37]1>>[CH2:1]([C:2]#[C:3][c:20]1[n:21][c:22]([NH2:38])[c:23]2[n:24][cH:25][n:26]([CH:27]3[CH:28]([OH:29])[CH:30]([OH:31])[CH:32]([CH2:33][OH:34])[O:35]3)[c:36]2[n:37]1)[CH:4]1[CH2:5][CH2:6][N:7]([C:10](=[O:11])[O:12][c:13]2[cH:14][cH:15][cH:16][cH:17][cH:18]2)[CH2:8][CH2:9]1. Yields the product Nc1nc(C#CCC2CCN(C(=O)Oc3ccccc3)CC2)nc2c1ncn2C1OC(CO)C(O)C1O. The reactants are COC(=O)C(=O)Cl, ClCCl, COC(=O)C1CCN(c2ncc(N)cc2C)CC1, c1ccncc1. Product: COC(=O)C(=O)Nc1cnc(N2CCC(C(=O)OC)CC2)c(C)c1. Reaction SMILES: [Cl:19][C:20]([C:21](=[O:22])[O:23][CH3:24])=[O:25].[Cl:32][CH2:33][Cl:34].[NH2:1][c:2]1[cH:3][c:4]([CH3:18])[c:5]([N:8]2[CH2:9][CH2:10][CH:11]([C:14](=[O:15])[O:16][CH3:17])[CH2:12][CH2:13]2)[n:6][cH:7]1.[cH:26]1[cH:27][cH:28][n:29][cH:30][cH:31]1>>[NH:1]([c:2]1[cH:3][c:4]([CH3:18])[c:5]([N:8]2[CH2:9][CH2:10][CH:11]([C:14](=[O:15])[O:16][CH3:17])[CH2:12][CH2:13]2)[n:6][cH:7]1)[C:20]([C:21](=[O:22])[O:23][CH3:24])=[O:25]. Yields the product ClC1=CC=C(C=C1)OCC=C (allyl 4-chlorophenyl ether). Reaction SMILES: [Cl:1][C:2]1[CH:7]=[CH:6][C:5]([OH:8])=[CH:4][CH:3]=1.C(=O)(OC)O[CH2:11][CH:12]=[CH2:13]>C([O-])(=O)C.[Pd+2].C([O-])(=O)C.C1(P(C2C=CC=CC=2)C2C=CC=CC=2)C=CC=CC=1>[Cl:1][C:2]1[CH:7]=[CH:6][C:5]([O:8][CH2:13][CH:12]=[CH2:11])=[CH:4][CH:3]=1 |f:2.3.4|. Starting materials: ClC1=CC=C(C=C1)O (4-chlorophenol), C(OCC=C)(OC)=O (allyl methyl carbonate). The reagents and catalysts are C(C)(=O)[O-].[Pd+2].C(C)(=O)[O-] (palladium acetate), C1(=CC=CC=C1)P(C1=CC=CC=C1)C1=CC=CC=C1 (triphenyl phosphine). Reported procedure: A mixture of 4-chlorophenol (1.28 g, 10 mmoles), allyl methyl carbonate (1.40 g, 12 mmoles), palladium acetate (11 mg, 0.05 mmole) and triphenyl phosphine (40 mg, 0.15 mmole) is heated at 70° C. for 2.5 hours. After removal of volatiles, the residue is subjected to bulb-to-bulb distillation (110° C., 4 mm Hg) to give 1.64 g, 97 percent of allyl 4-chlorophenyl ether. Reaction conditions: temperature 70 celsius. Yield: 97.3%. The reactants are C(#N)[Cu] (CuCN), OC1=C(C=C(C(=O)OCC)C=C1)I (ethyl 4-hydroxy-3-iodo-benzoate), ice water. The solvent is CS(=O)C (DMSO). Conditions: temperature 100 celsius, time 8 hour. Yields the product C(#N)C=1C=C(C(=O)OCC)C=CC1O (ethyl 3-cyano-4-hydroxy-benzoate). The yield is 75.9%. RXN SMILES: [OH:1][C:2]1[CH:12]=[CH:11][C:5]([C:6]([O:8][CH2:9][CH3:10])=[O:7])=[CH:4][C:3]=1I.[C:14]([Cu])#[N:15]>CS(C)=O>[C:14]([C:3]1[CH:4]=[C:5]([CH:11]=[CH:12][C:2]=1[OH:1])[C:6]([O:8][CH2:9][CH3:10])=[O:7])#[N:15]. Procedure: Dissolve ethyl 4-hydroxy-3-iodo-benzoate (45 g, 154.1 mmoles) in DMSO (125 mL). Add CuCN (15.17 g, 169.5 mmoles). Stir the mixture at 100° C. overnight. After cooling, pour the mixture into ice/water. Filter the solid obtained, wash with water and dry under reduced pressure. Dissolve the solid in EtOAc. Filter through Celite®. Dry over MgSO4 and remove the solvent to obtain 22.36 g of ethyl 3-cyano-4-hydroxy-benzoate (76% yield). MS(ES): m/z=190.0 [M-H]. The reactants are resultant mixture, ice water, C(=O)NC=1SC=C(N1)C(C(=O)NC1[C@@H]2N(C(=CCS2=O)C(=O)OC(COC(C)C)COC(C)C)C1=O)=NOC (2-isopropoxy-1-isopropoxymethylethyl 7-[2-(2-formamidothiazol-4-yl)-2-methoxyiminoacetamido]-3-cephem-4-carboxylate-1-oxide), [I-].[Na+] (sodium iodide), FC(C(=O)OC(C(F)(F)F)=O)(F)F (trifluoroacetic anhydride). The solvent is CC(=O)C (acetone). Reaction conditions: time 1.2 hour. Yields the product C(=O)NC=1SC=C(N1)C(C(=O)NC1[C@@H]2N(C(=CCS2)C(=O)OC(COC(C)C)COC(C)C)C1=O)=NOC (2-isopropoxy-1-isopropoxymethylethyl 7-[2-(2-formamidothiazol-4-yl)-2-methoxyiminoacetamido]-3-cephem-4-carboxylate). Yield: 88.6%. Reaction SMILES: [CH:1]([NH:3][C:4]1[S:5][CH:6]=[C:7]([C:9](=[N:37][O:38][CH3:39])[C:10]([NH:12][CH:13]2[C:35](=[O:36])[N:15]3[C:16]([C:21]([O:23][CH:24]([CH2:30][O:31][CH:32]([CH3:34])[CH3:33])[CH2:25][O:26][CH:27]([CH3:29])[CH3:28])=[O:22])=[CH:17][CH2:18][S:19](=O)[C@H:14]23)=[O:11])[N:8]=1)=[O:2].[I-].[Na+].FC(F)(F)C(OC(=O)C(F)(F)F)=O>CC(C)=O>[CH:1]([NH:3][C:4]1[S:5][CH:6]=[C:7]([C:9](=[N:37][O:38][CH3:39])[C:10]([NH:12][CH:13]2[C:35](=[O:36])[N:15]3[C:16]([C:21]([O:23][CH:24]([CH2:25][O:26][CH:27]([CH3:28])[CH3:29])[CH2:30][O:31][CH:32]([CH3:33])[CH3:34])=[O:22])=[CH:17][CH2:18][S:19][C@H:14]23)=[O:11])[N:8]=1)=[O:2] |f:1.2|. Reported procedure: To a stirred solution of 2-isopropoxy-1-isopropoxymethylethyl 7-[2-(2-formamidothiazol-4-yl)-2-methoxyiminoacetamido]-3-cephem-4-carboxylate-1-oxide (syn isomer, 6.5 g) and sodium iodide (5 g) in dried acetone (130 ml) was dropwise added trifluoroacetic anhydride (7 g) at -2° C. over 16 minutes, and stirred at 0° to 5° C. for 1.2 hours. The resultant mixture was poured into ice water (650 ml), and then extracted with ethyl acetate (200 ml). The extract was washed with an aqueous solution of sodi... The reactants are CCO, [Na+], [OH-], COC(=O)c1cc2c(s1)CCN(C(=O)OC(C)(C)C)C2. Yields the product CC(C)(C)OC(=O)N1CCc2sc(C(=O)O)cc2C1. Reaction SMILES: [CH3:23][CH2:24][OH:25].[Na+:22].[OH-:21].[s:1]1[c:2]([C:17](=[O:18])[O:19][CH3:20])[cH:3][c:4]2[c:9]1[CH2:8][CH2:7][N:6]([C:10](=[O:11])[O:12][C:13]([CH3:14])([CH3:15])[CH3:16])[CH2:5]2>>[s:1]1[c:2]([C:17](=[O:18])[OH:19])[cH:3][c:4]2[c:9]1[CH2:8][CH2:7][N:6]([C:10](=[O:11])[O:12][C:13]([CH3:14])([CH3:15])[CH3:16])[CH2:5]2. The reactants are Brc1ccc(-c2nnco2)cc1, CC(C)(C)OC(=O)N1CCNCC1. Yields the product CC(C)(C)OC(=O)N1CCN(c2ccc(-c3nnco3)cc2)CC1. Reaction SMILES: [Br:1][c:2]1[cH:3][cH:4][c:5](-[c:8]2[o:9][cH:10][n:11][n:12]2)[cH:6][cH:7]1.[C:13](=[O:14])([O:15][C:16]([CH3:17])([CH3:18])[CH3:19])[N:20]1[CH2:21][CH2:22][NH:23][CH2:24][CH2:25]1>>[c:2]1([N:23]2[CH2:22][CH2:21][N:20]([C:13](=[O:14])[O:15][C:16]([CH3:17])([CH3:18])[CH3:19])[CH2:25][CH2:24]2)[cH:3][cH:4][c:5](-[c:8]2[o:9][cH:10][n:11][n:12]2)[cH:6][cH:7]1.